From a dataset of the Open Reaction Database (ORD), a public repository of structured organic reaction records. describe an organic reaction: reactants, conditions, products, and yield Reactants: [BH4-].[Na+] (Sodium Borohydride), CC(=O)C=1OC(=CC1)C1=CC(=C(C=C1)Cl)Cl (5-(3,4-dichlorophenyl)-2-furyl methyl ketone). The solvent is CO (MeOH). Run at time 3 hour. Yields the product ClC=1C=C(C=CC1Cl)C1=CC=C(C(C)O)O1 (5-(3,4-Dichlorophenyl)-α-methylfurfuryl Alcohol). The yield is 72.5%. Reaction SMILES: [BH4-].[Na+].[CH3:3][C:4]([C:6]1[O:7][C:8]([C:11]2[CH:16]=[CH:15][C:14]([Cl:17])=[C:13]([Cl:18])[CH:12]=2)=[CH:9][CH:10]=1)=[O:5]>CO>[Cl:18][C:13]1[CH:12]=[C:11]([C:8]2[O:7][C:6]([CH:4]([OH:5])[CH3:3])=[CH:10][CH:9]=2)[CH:16]=[CH:15][C:14]=1[Cl:17] |f:0.1|. Procedure: Sodium Borohydride (1.5 g, 0.04 mole) was added in portions to a stirred mixture of 15 g (0.059 mole) of 5-(3,4-dichlorophenyl)-2-furyl methyl ketone and 125 ml of MeOH at 15°-20° over 30 minutes. The mixture was stirred at ambient temperature for 3 hours. Some insoluble material was removed by filtration and set aside. The filtrate was poured into 300 ml of ice-H2O mixture and made acidic with dilute HCl. The oil which was deposited solidified and was collected by filtration. Recrystallization ... Reactants: CC(N=C=NC(C)C)C (DIC), O(C1=CC=CC=C1)CC1=NC2=C(N1CC1=CC=C(C=C1)OC(F)(F)F)C=CC(=C2)C(=O)O (2-phenoxymethyl-1-(4-trifluoromethoxy-benzyl)-1H-benzoimidazole-5-carboxylic acid), C(CCCCC)N (hexylamine). Run in C1CCOC1 (THF). Run at time 16 hour. Product: C(CCCCC)NC(=O)C1=CC2=C(N(C(=N2)COC2=CC=CC=C2)CC2=CC=C(C=C2)OC(F)(F)F)C=C1 (2-Phenoxymethyl-1-(4-trifluoromethoxy-benzyl)-1H-benzoimidazole-5-carboxylic acid hexylamide). RXN SMILES: [O:1]([CH2:8][C:9]1[N:13]([CH2:14][C:15]2[CH:20]=[CH:19][C:18]([O:21][C:22]([F:25])([F:24])[F:23])=[CH:17][CH:16]=2)[C:12]2[CH:26]=[CH:27][C:28]([C:30](O)=[O:31])=[CH:29][C:11]=2[N:10]=1)[C:2]1[CH:7]=[CH:6][CH:5]=[CH:4][CH:3]=1.CC(C)N=C=NC(C)C.[CH2:42]([NH2:48])[CH2:43][CH2:44][CH2:45][CH2:46][CH3:47]>C1COCC1>[CH2:42]([NH:48][C:30]([C:28]1[CH:27]=[CH:26][C:12]2[N:13]([CH2:14][C:15]3[CH:20]=[CH:19][C:18]([O:21][C:22]([F:23])([F:25])[F:24])=[CH:17][CH:16]=3)[C:9]([CH2:8][O:1][C:2]3[CH:3]=[CH:4][CH:5]=[CH:6][CH:7]=3)=[N:10][C:11]=2[CH:29]=1)=[O:31])[CH2:43][CH2:44][CH2:45][CH2:46][CH3:47]. Procedure details: 0.16 mmol of 2-phenoxymethyl-1-(4-trifluoromethoxy-benzyl)-1H-benzoimidazole-5-carboxylic acid were dissolved in 1 ml THF with 1 eq. DIC. After 15 min 1.5 eq of hexylamine were added and the reaction stirred at room temperature for 16 h. The crude material was purified via reversed phase preparative HPLC. MS(ISP): 526.3 (M+H)+. The reactants are C(C1=CC=CC=C1)OC1=CC=C(C(=N1)N)[N+](=O)[O-] (6-(benzyloxy)-3-nitropyridin-2-amine). Reagents/catalysts: [Zn] (zinc). Run in CC(=O)O (AcOH). Conditions: time 2 hour. Product: C(C1=CC=CC=C1)OC1=CC=C(C(=N1)N)N (6-(benzyloxy)pyridine-2,3-diamine). The yield is 97.0%. As a reaction SMILES: [CH2:1]([O:8][C:9]1[N:14]=[C:13]([NH2:15])[C:12]([N+:16]([O-])=O)=[CH:11][CH:10]=1)[C:2]1[CH:7]=[CH:6][CH:5]=[CH:4][CH:3]=1>CC(O)=O.[Zn]>[CH2:1]([O:8][C:9]1[N:14]=[C:13]([NH2:15])[C:12]([NH2:16])=[CH:11][CH:10]=1)[C:2]1[CH:3]=[CH:4][CH:5]=[CH:6][CH:7]=1. Procedure details: To a solution of 6-(benzyloxy)-3-nitropyridin-2-amine (J. Med. Chem. 1997, 40, 1808) (22.67 g, 92.44 mmol) in AcOH (300 mL) was added zinc dust (24.18 g, 369.7 mmol) in four portions over 10 min while cooling in an ice bath. The mixture was then allowed to warm to room temperature and stirred for 2 h. The mixture was filtered and the solvent was removed under reduced pressure. The product was taken up in EtOAc and washed with saturated NaHCO3 solution and brine. The organics were dried over MgSO... Starting materials: O=C(O)c1c2nc3ccc(Br)c(Cl)c3c-2[nH]c2ccccc12, c1ccc(Oc2ccccc2)cc1. Yields the product Clc1c(Br)ccc2nc3cc4ccccc4[nH]c-3c12. Reaction SMILES: [Br:1][c:2]1[c:3]([Cl:22])[c:4]2[c:5]3[nH:6][c:7]4[cH:8][cH:9][cH:10][cH:11][c:12]4[c:13]([C:19]([OH:20])=[O:21])[c:14]-3[n:15][c:16]2[cH:17][cH:18]1.[O:23]([c:24]1[cH:25][cH:26][cH:27][cH:28][cH:29]1)[c:30]1[cH:31][cH:32][cH:33][cH:34][cH:35]1>>[Br:1][c:2]1[c:3]([Cl:22])[c:4]2[c:5]3[nH:6][c:7]4[cH:8][cH:9][cH:10][cH:11][c:12]4[cH:13][c:14]-3[n:15][c:16]2[cH:17][cH:18]1. Starting materials: O=C([O-])[O-], C1COCCOCCOCCOCCOCCO1, CS(C)=O, Fc1ccccn1, [K+], [K+], O, O=Cc1ccc(O)cc1. Yields the product O=Cc1ccc(Oc2ccccn2)cc1. RXN SMILES: [C:17](=[O:18])([O-:19])[O-:20].[CH2:23]1[O:24][CH2:25][CH2:26][O:27][CH2:28][CH2:29][O:30][CH2:31][CH2:32][O:33][CH2:34][CH2:35][O:36][CH2:37][CH2:38][O:39][CH2:40]1.[CH3:41][S:42](=[O:43])[CH3:44].[F:10][c:11]1[n:12][cH:13][cH:14][cH:15][cH:16]1.[K+:21].[K+:22].[OH2:45].[OH:1][c:2]1[cH:3][cH:4][c:5]([CH:6]=[O:7])[cH:8][cH:9]1>>[O:1]([c:2]1[cH:3][cH:4][c:5]([CH:6]=[O:7])[cH:8][cH:9]1)[c:11]1[n:12][cH:13][cH:14][cH:15][cH:16]1. Product: C(C)S(=O)(=O)C1=C(C=CC=C1)C1=NC=2C(=NC=C(C2)C(F)(F)F)N1C (2-(2-ethylsulfonylphenyl)-3-methyl-6-trifluoromethyl-3H-imidazo[4,5-b]pyridine). Procedure details: To a mixture of 2-(2-ethylsulfanylphenyl)-3-methyl-6-trifluoromethyl-3H-imidazo[4,5-b]pyridine (0.25 g) and chloroform (3 ml), 3-chloroperbenzoic acid (purity: not less than 65%, 0.43 g) was added under ice-cooling, and then heated to room temperature, and stirred for 1 hour. To the reaction mixture, chloroform was added under ice-cooling, and then saturated aqueous sodium thiosulfate solution was poured, and extracted with ethyl acetate. The organic layer was washed with saturated aqueous sodiu... Reaction conditions: time 1 hour. As a reaction SMILES: C(S[C:4]1[CH:9]=[CH:8][CH:7]=[CH:6][C:5]=1[C:10]1[N:22]([CH3:23])[C:13]2=[N:14][CH:15]=[C:16]([C:18]([F:21])([F:20])[F:19])[CH:17]=[C:12]2[N:11]=1)C.Cl[C:25]1C=CC=C(C(OO)=O)[CH:26]=1.[S:35]([O-:39])([O-])(=[O:37])=S.[Na+].[Na+]>C(Cl)(Cl)Cl>[CH2:25]([S:35]([C:4]1[CH:9]=[CH:8][CH:7]=[CH:6][C:5]=1[C:10]1[N:22]([CH3:23])[C:13]2=[N:14][CH:15]=[C:16]([C:18]([F:21])([F:19])[F:20])[CH:17]=[C:12]2[N:11]=1)(=[O:39])=[O:37])[CH3:26] |f:2.3.4|. The solvent is C(Cl)(Cl)Cl (chloroform), C(Cl)(Cl)Cl (chloroform). The reactants are C(C)SC1=C(C=CC=C1)C1=NC=2C(=NC=C(C2)C(F)(F)F)N1C (2-(2-ethylsulfanylphenyl)-3-methyl-6-trifluoromethyl-3H-imidazo[4,5-b]pyridine), ClC1=CC(=CC=C1)C(=O)OO (3-chloroperbenzoic acid), S(=S)(=O)([O-])[O-].[Na+].[Na+] (sodium thiosulfate). Reactants: C(=S)=S (carbon disulphide), C(C)(=O)SC(CNC(=O)OCC1=CC=C(C=C1)[N+](=O)[O-])CNC(=O)OCC1=CC=C(C=C1)[N+](=O)[O-] (2-acetylthio-1,3-bis(p-nitrobenzyloxycarbonylamino)propane), methanolic solution, C[O-].[Na+] (sodium methoxide), C[O-].[Na+] (sodium methoxide), methanolic solution, C(C)(=O)OC1C(C(N1)=O)[C@@H](C)O[Si](C)(C)C(C)(C)C (4-acetoxy-3-[1-(R)-t-butyldimethylsilyloxyethyl)-2-azetidinone). Solvent: O (water), C(C)(=O)O (acetic acid), CO (methanol), O1CCCC1 (tetrahydrofuran), CO (methanol). Conditions: temperature -20 celsius, time 30 minute. Yields the product [Si](C)(C)(C(C)(C)C)O[C@H](C)[C@H]1C(N[C@@H]1SC(=S)SC(CNC(=O)OCC1=CC=C(C=C1)[N+](=O)[O-])CNC(=O)OCC1=CC=C(C=C1)[N+](=O)[O-])=O ((3S,4R)-3-[1-(R)-t-butyldimethylsilyloxyethyl]-4-[[(1,3-bis(p-nitrobenzyloxycarbonylamino)propan-2-ylthio)thiocarbonyl]thio]azetidin-2-one). RXN SMILES: C([S:4][CH:5]([CH2:21][NH:22][C:23]([O:25][CH2:26][C:27]1[CH:32]=[CH:31][C:30]([N+:33]([O-:35])=[O:34])=[CH:29][CH:28]=1)=[O:24])[CH2:6][NH:7][C:8]([O:10][CH2:11][C:12]1[CH:17]=[CH:16][C:15]([N+:18]([O-:20])=[O:19])=[CH:14][CH:13]=1)=[O:9])(=O)C.C[O-].[Na+].[C:39](=[S:41])=[S:40].C(O[CH:46]1[NH:49][C:48](=[O:50])[CH:47]1[C@H:51]([O:53][Si:54]([C:57]([CH3:60])([CH3:59])[CH3:58])([CH3:56])[CH3:55])[CH3:52])(=O)C>CO.O1CCCC1.O.C(O)(=O)C>[Si:54]([O:53][C@@H:51]([C@@H:47]1[C@@H:46]([S:40][C:39]([S:4][CH:5]([CH2:6][NH:7][C:8]([O:10][CH2:11][C:12]2[CH:13]=[CH:14][C:15]([N+:18]([O-:20])=[O:19])=[CH:16][CH:17]=2)=[O:9])[CH2:21][NH:22][C:23]([O:25][CH2:26][C:27]2[CH:28]=[CH:29][C:30]([N+:33]([O-:35])=[O:34])=[CH:31][CH:32]=2)=[O:24])=[S:41])[NH:49][C:48]1=[O:50])[CH3:52])([C:57]([CH3:60])([CH3:58])[CH3:59])([CH3:56])[CH3:55] |f:1.2|. Procedure details: 5.3 g of 2-acetylthio-1,3-bis(p-nitrobenzyloxycarbonylamino)propane in a mixture of 161 ml of methanol and 40 ml of tetrahydrofuran were cooled to -20° C. To the solution were added 9.95 ml of a methanolic solution of sodium methoxide containing 1 mM of sodium methoxide per 1 ml of methanol. The mixture was stirred at -10° to -15° C. for 30 minutes, after which it was mixed with 0.961 ml of carbon disulphide and stirred at -20° C. for 15 minutes. Then 20 ml of a methanolic solution containing 3....